This data is from the Open Reaction Database (ORD), a public repository of structured organic reaction records. The task is: describe an organic reaction: reactants, conditions, products, and yield The reactants are C(COCCO)N (Diglycolamine), C(C1=CC=CC=C1)=O (benzaldehyde). The solvent is O (water). Yields the product C(COCCO)N.C(C1=CC=CC=C1)=N (diglycolamine benzaldehyde imine). RXN SMILES: [CH2:1]([NH2:7])[CH2:2][O:3][CH2:4][CH2:5][OH:6].[CH:8](=O)[C:9]1[CH:14]=[CH:13][CH:12]=[CH:11][CH:10]=1>O>[CH2:1]([NH2:7])[CH2:2][O:3][CH2:4][CH2:5][OH:6].[CH:8](=[NH:7])[C:9]1[CH:14]=[CH:13][CH:12]=[CH:11][CH:10]=1 |f:3.4|. Procedure details: Diglycolamine (1000.9 g) and benzaldehyde (1060.7 g) were heated under vacuum at 95° C. until the % water was less than 0.1% to yield the diglycolamine-benzaldehyde imine. The reactants are N1(CCOCC1)C=1SC2=C(N1)C=CC=C2N (2-morpholin-4-yl-1,3-benzothiazol-7-amine), C(CC)=O (propionaldehyde), C(C)(=O)O[BH-](OC(C)=O)OC(C)=O.[Na+] (sodium triacetoxyborohydride), ClC(C)Cl (dichloroethane). The reagents and catalysts are C(C)(=O)O (acetic acid). Reaction conditions: temperature 50 celsius. Yields the product N1(CCOCC1)C=1SC2=C(N1)C=CC=C2N(CCC)CCC (2-Morpholin-4-yl-N,N-dipropyl-1,3-benzothiazol-7-amine). Isolated yield 30.0%. Reaction SMILES: [N:1]1([C:7]2[S:8][C:9]3[C:15]([NH2:16])=[CH:14][CH:13]=[CH:12][C:10]=3[N:11]=2)[CH2:6][CH2:5][O:4][CH2:3][CH2:2]1.[CH:17](=O)[CH2:18][CH3:19].C(O[BH-](O[C:31](=O)[CH3:32])OC(=O)C)(=O)C.[Na+].Cl[CH:36](Cl)C>C(O)(=O)C>[N:1]1([C:7]2[S:8][C:9]3[C:15]([N:16]([CH2:36][CH2:31][CH3:32])[CH2:17][CH2:18][CH3:19])=[CH:14][CH:13]=[CH:12][C:10]=3[N:11]=2)[CH2:2][CH2:3][O:4][CH2:5][CH2:6]1 |f:2.3|. Reported procedure: To 0.022 g (0.094 mmol) of 2-morpholin-4-yl-1,3-benzothiazol-7-amine and 40 μL (0.56 mmol) of propionaldehyde in 2 mL of dichloroethane was added one drop of glacial acetic acid and 0.064 g (0.30 mmol) of sodium triacetoxyborohydride. The mixture was heated to 50° C. for 5 h and concentrated in vacuo. The crude solid was purified by flash chromatography eluting with a 17% ethyl acetate/hexanes mixture to give 0.009 g (30%) of the title compound as a light golden colored oil. The reactants are N1CC=CC1 (2,5-dihydro-1H-pyrrole), ClC(=O)OCC1=CC=CC=C1 (benzyl chloroformate). Solvent: C(Cl)Cl (DCM). Reaction conditions: time 1 hour. Yields the product N1(CC=CC1)C(=O)OCC1=CC=CC=C1 (phenylmethyl 2,5-dihydro-1H-pyrrole-1-carboxylate). The yield is 68.0%. Reaction SMILES: [NH:1]1[CH2:5][CH:4]=[CH:3][CH2:2]1.Cl[C:7]([O:9][CH2:10][C:11]1[CH:16]=[CH:15][CH:14]=[CH:13][CH:12]=1)=[O:8]>C(Cl)Cl>[N:1]1([C:7]([O:9][CH2:10][C:11]2[CH:16]=[CH:15][CH:14]=[CH:13][CH:12]=2)=[O:8])[CH2:5][CH:4]=[CH:3][CH2:2]1. Procedure: To a solution of 2,5-dihydro-1H-pyrrole (3.3 mL, 43.4 mmol) and Et N (9 mL, 65.1 mmol) in DCM (200 mL) at 0° C. was added dropwise benzyl chloroformate (7.3 mL, 52 mmol). After 1 h, the solution was partitioned between H O-DCM. The organic phase was back extracted several times with DCM and the combined organic fractions were dried (Na SO), concentrated and purified via column chromatography (silica, DCM) yielding the title compound (6 g, 68%) as a yellow oil: LCMS ES (m/e) 204 (M+H). Procedure details: A solution of intermediate 12 (100 mg) in 10% TFA/DCM (1 mL) was stirred at room temperature for 2 h. The solvent was partially evaporated under reduced pressure. For five times the residual was diluted in DCM (2 mL) and concentrated under reduced pressure. Final solvent evaporation afforded the title compound (103.4 mg). RXN SMILES: C(OC([NH:8][CH2:9][CH2:10][CH2:11][NH:12][C:13]1[CH:22]=[C:21]2[C:16]([C:17](=[O:29])[C:18]([C:26]([OH:28])=[O:27])=[CH:19][N:20]2[CH:23]2[CH2:25][CH2:24]2)=[CH:15][C:14]=1[F:30])=O)(C)(C)C>C(O)(C(F)(F)F)=O.C(Cl)Cl>[NH2:8][CH2:9][CH2:10][CH2:11][NH:12][C:13]1[CH:22]=[C:21]2[C:16]([C:17](=[O:29])[C:18]([C:26]([OH:28])=[O:27])=[CH:19][N:20]2[CH:23]2[CH2:24][CH2:25]2)=[CH:15][C:14]=1[F:30] |f:1.2|. Solvent: C(=O)(C(F)(F)F)O.C(Cl)Cl (TFA DCM). Isolated yield 135.8%. Product: NCCCNC1=C(C=C2C(C(=CN(C2=C1)C1CC1)C(=O)O)=O)F (7-[(3-aminopropyl)amino]-1-cyclopropyl-1,4-dihydro-6-fluoro-4-oxo-quinoline-3-carboxylic acid). Reactants: C(C)(C)(C)OC(=O)NCCCNC1=C(C=C2C(C(=CN(C2=C1)C1CC1)C(=O)O)=O)F (7-[(3-terbutoxycarbonylaminopropyl)amino]-1-cyclopropyl-1,4-dihydro-6-fluoro-4-oxo-quinoline-3-carboxylic acid). The reagents and catalysts are [Pd] (Pd—C). Run in CO (methanol). Procedure: A mixture of material from Example 22A and 10% Pd—C (500 mg) in methanol (250 mL) was stirred under an atmosphere of hydrogen at ambient temperature for 4 hours. The mixture was filtered through celite and the filtrate concentrated under reduced pressure to provide the titled compound. MS (ESI (−)) m/e 237 (M−H)+; 1H NMR (300 MHz, DMSO-d6) 7.32 (d, 1H), 6.88 (d, 2H), 6.45 (d, 2H), 4.05-3.96 (m, 1H), 3.47 (s, 3H), 3.49-3.40 (m, 2H), 2.89-2.80 (m, 1H), 2.67-2.57 (m, 1H). Conditions: time 4 hour. The reactants are COC(=O)N[C@@H](CC1=CC=C(C=C1)[N+](=O)[O-])C(=O)O (N-(methoxycarbonyl)-4-nitro-L-phenylalanine). Product: NC1=CC=C(C[C@H](NC(=O)OC)C(=O)O)C=C1 (4-amino-N-(methoxycarbonyl)-L-phenylalanine). As a reaction SMILES: [CH3:1][O:2][C:3]([NH:5][C@H:6]([C:17]([OH:19])=[O:18])[CH2:7][C:8]1[CH:13]=[CH:12][C:11]([N+:14]([O-])=O)=[CH:10][CH:9]=1)=[O:4]>CO.[Pd]>[NH2:14][C:11]1[CH:10]=[CH:9][C:8]([CH2:7][C@@H:6]([C:17]([OH:19])=[O:18])[NH:5][C:3]([O:2][CH3:1])=[O:4])=[CH:13][CH:12]=1. Starting materials: COC1=CC=C(C=N1)N1C(CC(CC1=O)(C)C)=O (6′-Methoxy-4,4-dimethyl-4,5-dihydro-3H-[1,3′]bipyridinyl-2,6-dione). Solvent: O1CCCC1 (tetrahydrofuran), diethyl ether. HCl. Run at temperature 190 celsius. Yields the product OC1=CC=C(C=N1)N1C(CC(CC1=O)(C)C)=O (6′-Hydroxy-4,4-dimethyl-4,5-dihydro-3H-[1,3′]bipyridinyl-2,6-dione). Isolated yield 89.0%. Reaction SMILES: C[O:2][C:3]1[N:8]=[CH:7][C:6]([N:9]2[C:14](=[O:15])[CH2:13][C:12]([CH3:17])([CH3:16])[CH2:11][C:10]2=[O:18])=[CH:5][CH:4]=1>O1CCCC1>[OH:2][C:3]1[N:8]=[CH:7][C:6]([N:9]2[C:14](=[O:15])[CH2:13][C:12]([CH3:16])([CH3:17])[CH2:11][C:10]2=[O:18])=[CH:5][CH:4]=1. Reported procedure: 6′-Methoxy-4,4-dimethyl-4,5-dihydro-3H-[1,3′]bipyridinyl-2,6-dione (2.56 g, 10.3 m dissolved in a mixture of tetrahydrofuran and diethyl ether. HCl-gas was bubbled into the solution for 5 minutes. More diethyl ether was added and the white precipitate was collected by suction, washed twice with diethyl ether and heated in a kugelrohr apparatus at 190° C. for 15 minutes yielding the title compound (2.16 g, 89% yield) as a white solid. Starting materials: COc1ccc(S(=O)(=O)N(Cc2ccc3nc[nH]c3c2)C(C(=O)OC(C)(C)C)C(C)C)cc1, ClCCl, O=C(O)C(F)(F)F. Product: COc1ccc(S(=O)(=O)N(Cc2ccc3nc[nH]c3c2)C(C(=O)O)C(C)C)cc1. Reaction SMILES: [C:1]([CH3:2])([CH3:3])([CH3:4])[O:5][C:6]([CH:7]([CH:8]([CH3:9])[CH3:10])[N:11]([S:12](=[O:13])(=[O:14])[c:15]1[cH:16][cH:17][c:18]([O:21][CH3:22])[cH:19][cH:20]1)[CH2:23][c:24]1[cH:25][c:26]2[c:27]([n:28][cH:29][nH:30]2)[cH:31][cH:32]1)=[O:33].[CH2:34]([Cl:35])[Cl:36].[F:37][C:38]([F:39])([F:40])[C:41]([OH:42])=[O:43]>>[O:5]=[C:6]([CH:7]([CH:8]([CH3:9])[CH3:10])[N:11]([S:12](=[O:13])(=[O:14])[c:15]1[cH:16][cH:17][c:18]([O:21][CH3:22])[cH:19][cH:20]1)[CH2:23][c:24]1[cH:25][c:26]2[c:27]([n:28][cH:29][nH:30]2)[cH:31][cH:32]1)[OH:33].